Dataset: the Open Reaction Database (ORD), a public repository of structured organic reaction records. Task: describe an organic reaction: reactants, conditions, products, and yield Starting materials: C1=CC=CC=2C3C4=CC=CC=C4C(C12)(C3)C(=O)O (9,10-dihydro-9,10-methano-9-anthracenecarboxylic acid), S(=O)(Cl)Cl (thionyl chloride), N1CCC(C(=O)OCC)CC1 (ethyl isonipecotate). The reagents and catalysts are CN(C=O)C (N,N-dimethylformamide). Run in C1(=CC=CC=C1)C (toluene), C1(=CC=CC=C1)C (toluene). Conditions: time 1 hour. Product: C1=CC=CC=2C3C4=CC=CC=C4C(C12)(C3)CN3CCC(CC3)C(O)C=3C=NC=CC3 (1-[1-(9,10-Dihydro-9,10-methanoanthracen-9-ylmethyl) -4-piperidyl]-1-(3-pyridyl)methanol). Yield: 92.2%. Reaction SMILES: [CH:1]1[C:14]2[C:13]3([C:16](O)=O)[CH2:15][CH:6]([C:7]4[C:12]3=[CH:11][CH:10]=[CH:9][CH:8]=4)[C:5]=2[CH:4]=[CH:3][CH:2]=1.S(Cl)(Cl)=O.[NH:23]1[CH2:33][CH2:32][CH:26]([C:27]([O:29]CC)=O)[CH2:25][CH2:24]1>C1(C)C=CC=CC=1.CN(C)C=O>[CH:1]1[C:14]2[C:13]3([CH2:16][N:23]4[CH2:24][CH2:25][CH:26]([CH:27]([C:25]5[CH:24]=[N:23][CH:33]=[CH:32][CH:26]=5)[OH:29])[CH2:32][CH2:33]4)[CH2:15][CH:6]([C:7]4[C:12]3=[CH:11][CH:10]=[CH:9][CH:8]=4)[C:5]=2[CH:4]=[CH:3][CH:2]=1. Procedure details: A solution of 9,10-dihydro-9,10-methano-9-anthracenecarboxylic acid (21.8 g, 92.4 mmol) in toluene (160 mL) was treated with thionyl chloride (11.7 g, 99 mmol) and N,N-dimethylformamide (0.1 g). The resulting solution was heated to reflux temperature for 2 h, then was cooled to room temperature. The mixture was then treated dropwise with a solution of ethyl isonipecotate (31.1 g, 198 mmol) in toluene (20 mL), using an ice/water bath to keep the reaction temperature <35° C. Upon complete addition... Starting materials: CC1(CCC(C=2C=CC(=CC12)C#CC1=CC=C(C(=O)O)C=C1)=O)C (4- [(5,6,7,8-tetrahydro-8,8-dimethyl-5-oxonaphth-2-yl ) ethynyl]benzoic acid), CC1(CCC(C=2C=CC(=CC12)C#CC1=CC=C(C(=O)O)C=C1)=O)C (4- [(5,6,7,8-tetrahydro-8,8-dimethyl-5-oxonaphth-2-yl ) ethynyl]benzoic acid), CC1(CCC(C=2C=C(C=CC12)C#CC1=CC=C(C(=O)OCC)C=C1)=O)C (ethyl 4-[(5,6,7,8 -tetrahydro-8,8-dimethyl-5-oxonaphth-3-yl) ethynyl]benzoate), CC1(CCC(C=2C=C(C=CC12)C#CC1=CC=C(C(=O)OCC)C=C1)=O)C (ethyl 4-[(5,6,7,8 -tetrahydro-8,8-dimethyl-5-oxonaphth-3-yl) ethynyl]benzoate). The product is CC1(CCC(C=2C=C(C=CC12)C#CC1=C(C(=O)O)C=CC=C1)=O)C ([(5,6,7,8-tetrahydro-8,8-dimethyl-5-oxonaphth-3-yl)ethynyl]benzoic acid). RXN SMILES: CC1(C)C2C=C(C#C[C:14]3[CH:22]=[CH:21][C:17]([C:18]([OH:20])=[O:19])=[CH:16][CH:15]=3)C=CC=2C(=O)CC1.[CH3:25][C:26]1([CH3:50])[C:35]2[CH:34]=[CH:33][C:32]([C:36]#[C:37]C3C=CC(C(OCC)=O)=CC=3)=[CH:31][C:30]=2[C:29](=[O:49])[CH2:28][CH2:27]1>>[CH3:25][C:26]1([CH3:50])[C:35]2[CH:34]=[CH:33][C:32]([C:36]#[C:37][C:16]3[CH:15]=[CH:14][CH:22]=[CH:21][C:17]=3[C:18]([OH:20])=[O:19])=[CH:31][C:30]=2[C:29](=[O:49])[CH2:28][CH2:27]1. Procedure details: Employing the same general procedure as for the preparation of 4- [(5,6,7,8-tetrahydro-8,8-dimethyl-5-oxonaphth-2-yl ) ethynyl]benzoic acid (Compound 7 ) , 500 mg (1.45 mmol) of ethyl 4-[(5,6,7,8 -tetrahydro-8,8-dimethyl-5-oxonaphth-3-yl) ethynyl]benzoate (Compound 2 ) was converted into the title compound using 4 ml (4 mmol) of LiOH (1N aqueous solution). Reactants: BrC1=CC(=C(OC2=CC=C(C=NO)C=C2)C=C1)Cl (4-(4-bromo-2-chloro-phenoxy)-benzaldehyde-oxime), BrC1=CC(=C(OC2=CC=C(C=O)C=C2)C=C1)C(F)(F)F (4-(4-bromo-2-trifluoromethyl-phenoxy)-benzaldehyde). Yields the product BrC1=CC(=C(OC2=CC=C(C=NO)C=C2)C=C1)C(F)(F)F (4-(4-bromo-2-trifluoromethyl-phenoxy)-benzaldehyde-oxime). RXN SMILES: [Br:1][C:2]1[CH:17]=[CH:16][C:5]([O:6][C:7]2[CH:15]=[CH:14][C:10]([CH:11]=[N:12][OH:13])=[CH:9][CH:8]=2)=[C:4](Cl)[CH:3]=1.BrC1C=CC(OC2C=CC(C=O)=CC=2)=C([C:35]([F:38])([F:37])[F:36])C=1>>[Br:1][C:2]1[CH:17]=[CH:16][C:5]([O:6][C:7]2[CH:15]=[CH:14][C:10]([CH:11]=[N:12][OH:13])=[CH:9][CH:8]=2)=[C:4]([C:35]([F:38])([F:37])[F:36])[CH:3]=1. Procedure: Prepared analogously to 78b) starting from 4-(4-bromo-2-trifluoromethyl-phenoxy)-benzaldehyde, it was further reacted directly without chromatographic purification. Starting materials: N12CCCCCC2=NCCC1 (1,8-diazabicyclo[5.4.0]undec-7-ene), CC=1C=CC(=NC1)NC1=CC=C(C=C1)O (4-(5-methylpyridin-2-ylamino)phenol), IC=1C(N=C(NC1)OC)=O (5-iodo-2-methoxypyrimidin-4(1H)-one), (1H-benzo[d][1,2,3]triazol-1-yloxy)tris(dimethylamino)phosphonium hexafluorophosphate(V). The solvent is C(C)#N (acetonitrile), CCOC(=O)C (EtOAc). Run at time 1 hour. The product is IC=1C(=NC(=NC1)OC)OC1=CC=C(C=C1)NC1=NC=C(C=C1)C (N-(4-(5-iodo-2-methoxypyrimidin-4-yloxy)phenyl)-5-methylpyridin-2-amine). RXN SMILES: [I:1][C:2]1[C:3](=[O:10])[N:4]=[C:5]([O:8][CH3:9])[NH:6][CH:7]=1.N12CCCN=C1CCCCC2.[CH3:22][C:23]1[CH:24]=[CH:25][C:26]([NH:29][C:30]2[CH:35]=[CH:34][C:33](O)=[CH:32][CH:31]=2)=[N:27][CH:28]=1>C(#N)C.CCOC(C)=O>[I:1][C:2]1[C:3]([O:10][C:33]2[CH:32]=[CH:31][C:30]([NH:29][C:26]3[CH:25]=[CH:24][C:23]([CH3:22])=[CH:28][N:27]=3)=[CH:35][CH:34]=2)=[N:4][C:5]([O:8][CH3:9])=[N:6][CH:7]=1. Procedure details: To a stirred mixture of 5-iodo-2-methoxypyrimidin-4(1H)-one (0.12 g, 0.46 mmol) and (1H-benzo[d][1,2,3]triazol-1-yloxy)tris(dimethylamino)phosphonium hexafluorophosphate(V) (0.24 g, 0.55 mmol) in acetonitrile (4 mL) was added 1,8-diazabicyclo[5.4.0]undec-7-ene (0.14 mL, 0.91 mmol). The reaction mixture was stirred at room temperature for 30 min before 4-(5-methylpyridin-2-ylamino)phenol (0.27 g, 1.37 mmol) was added. The reaction mixture was stirred at room temperature for an additional 1 h. The... Starting materials: COC1=CC=C(C=C1)C=1C(N(C2(C1C)CCCCC2)C)=O (3-(4-Methoxyphenyl)-1,4-dimethyl-1-azaspiro[4.5]dec-3-ene-2-one), BrN1C(CCC1=O)=O (N-bromosuccinimide), C(C1=CC=CC=C1)(=O)OOC(C1=CC=CC=C1)=O (benzoyl peroxide). Run in C(Cl)Cl (CH2Cl2), C(Cl)(Cl)(Cl)Cl (CCl4). Product: BrCC1=C(C(N(C12CCCCC2)C)=O)C2=CC=C(C=C2)OC (4-bromomethyl-3-(4-methoxyphenyl)-1-methyl-1-azaspiro[4.5]dec-3-ene-2-one). RXN SMILES: [CH3:1][O:2][C:3]1[CH:8]=[CH:7][C:6]([C:9]2[C:10](=[O:21])[N:11]([CH3:20])[C:12]3([CH2:19][CH2:18][CH2:17][CH2:16][CH2:15]3)[C:13]=2[CH3:14])=[CH:5][CH:4]=1.[Br:22]N1C(=O)CCC1=O.C(OOC(=O)C1C=CC=CC=1)(=O)C1C=CC=CC=1>C(Cl)(Cl)(Cl)Cl.C(Cl)Cl>[Br:22][CH2:14][C:13]1[C:12]2([CH2:15][CH2:16][CH2:17][CH2:18][CH2:19]2)[N:11]([CH3:20])[C:10](=[O:21])[C:9]=1[C:6]1[CH:7]=[CH:8][C:3]([O:2][CH3:1])=[CH:4][CH:5]=1. Reported procedure: 3-(4-Methoxyphenyl)-1,4-dimethyl-1-azaspiro[4.5]dec-3-ene-2-one (881 mg, 3.09 mmol) and N-bromosuccinimide (1.2 eq.) were stirred in 40 mL CCl4 with a catalytic amount of benzoyl peroxide for 3 h at 85° C. After cooling to room temperature the mixture was diluted with CH2Cl2, washed with water, dried (Na2SO4) and evaporated. The 4-bromomethyl-3-(4-methoxyphenyl)-1-methyl-1-azaspiro[4.5]dec-3-ene-2-one thus obtained was dissolved in ethanol (100 mL), CH2Cl2 (20 mL), and ethylamine (70% solution i... Reactants: NCC1CCNCC1 (4-aminomethylpiperidine), NCC1CCN(CC1)C(=O)OC(C)(C)C (tert-butyl 4-aminomethylpiperidine-1-carboxylate), C(C)(=O)OCC.Cl (hydrogen chloride-ethyl acetate). Run in C(C)(=O)OCC (ethyl acetate). Product: Cl.NCC1CCN(CC1)C(=O)OC(C)(C)C (tert-Butyl 4-aminomethylpiperidine-1-carboxylate hydrochloride). The yield is 82.0%. Reaction SMILES: NCC1CCNCC1.[NH2:9][CH2:10][CH:11]1[CH2:16][CH2:15][N:14]([C:17]([O:19][C:20]([CH3:23])([CH3:22])[CH3:21])=[O:18])[CH2:13][CH2:12]1.C(OCC)(=O)C.[ClH:30]>C(OCC)(=O)C>[ClH:30].[NH2:9][CH2:10][CH:11]1[CH2:16][CH2:15][N:14]([C:17]([O:19][C:20]([CH3:23])([CH3:22])[CH3:21])=[O:18])[CH2:13][CH2:12]1 |f:2.3,5.6|. Procedure details: By using 4-aminomethylpiperidine 5.71 g as a starting material, tert-butyl 4-aminomethylpiperidine-1-carboxylate was prepared according to the method described in Synthetic Commun., 22(16), 2357–2360 (1992). The resulting compound was dissolved in 80 ml of ethyl acetate, and the solution was added with 4N hydrogen chloride-ethyl acetate and stirred. The precipitated solids were collected by filtration to obtain the title compound (10.27 g, yield: 82%). The reactants are CC(=O)C (Acetone), C(C)OC(=O)C1=CN(C2=NC(=C(C=C2C1=O)F)Cl)C(C)(C)C (6-fluoro-7-chloro-1-(1,1-dimethylethyl)-1,4-dihydro-4-oxo-1,8-naphthyridine-3-carboxylic acid ethyl ester), C([O-])([O-])=O.[K+].[K+] (potassium carbonate), C(C)S (ethanethiol). Run in O (water), C(C)OC(C)=O (ethylacetate). Product: C(C)OC(=O)C1=CN(C2=NC(=C(C=C2C1=O)F)SCC)C(C)(C)C (6-FLUORO-7-ETHYLTHIO-1,4-DIHYDRO-1-(1,1-DIMETHYLETHYL)-4-OXO-1,8-NAPHTHYRIDINE-3-CARBOXYLIC ACID ETHYL ESTER). The yield is 79.0%. Reaction SMILES: CC(C)=O.[CH2:5]([O:7][C:8]([C:10]1[C:19](=[O:20])[C:18]2[C:13](=[N:14][C:15](Cl)=[C:16]([F:21])[CH:17]=2)[N:12]([C:23]([CH3:26])([CH3:25])[CH3:24])[CH:11]=1)=[O:9])[CH3:6].C(=O)([O-])[O-].[K+].[K+].[CH2:33]([SH:35])[CH3:34]>O.C(OC(=O)C)C>[CH2:5]([O:7][C:8]([C:10]1[C:19](=[O:20])[C:18]2[C:13](=[N:14][C:15]([S:35][CH2:33][CH3:34])=[C:16]([F:21])[CH:17]=2)[N:12]([C:23]([CH3:26])([CH3:25])[CH3:24])[CH:11]=1)=[O:9])[CH3:6] |f:2.3.4|. Procedure: Acetone (90 mL) was added to a mixture of 1.96 g (6 mmoles) of 6-fluoro-7-chloro-1-(1,1-dimethylethyl)-1,4-dihydro-4-oxo-1,8-naphthyridine-3-carboxylic acid ethyl ester and 2.5 g (18 mmoles) of anhydrous potassium carbonate. To this suspension was added 1.33 mL (18 mmoles) of ethanethiol. After heating to reflux for 2.5 hours, the solvent was eliminated in vacuo. The residue was taken up with ethylacetate and water. The organic layer was separated, washed with water and brine, and dried over mag... Reactants: CCCCNCCC, ClCCCl, COc1ccc2oc(C(=O)C(C)(C)C)c(CC(=O)O)c2c1, CCN(C(C)C)C(C)C, CN(C)C=O, On1nnc2ccccc21. The product is CCCCN(CCC)C(=O)Cc1c(C(=O)C(C)(C)C)oc2ccc(OC)cc12. Reaction SMILES: [CH2:32]([CH2:33][CH3:34])[NH:35][CH2:36][CH2:37][CH2:38][CH3:39].[CH2:54]([Cl:55])[CH2:56][Cl:57].[CH3:1][C:2]([C:3](=[O:4])[c:5]1[o:6][c:7]2[c:8]([c:9]1[CH2:10][C:11](=[O:12])[OH:13])[cH:14][c:15]([O:18][CH3:19])[cH:16][cH:17]2)([CH3:20])[CH3:21].[CH:40]([N:41]([CH2:42][CH3:43])[CH:44]([CH3:45])[CH3:46])([CH3:47])[CH3:48].[O:49]=[CH:50][N:51]([CH3:52])[CH3:53].[OH:22][n:23]1[c:24]2[c:25]([cH:26][cH:27][cH:28][cH:29]2)[n:30][n:31]1>>[CH3:1][C:2]([C:3](=[O:4])[c:5]1[o:6][c:7]2[c:8]([c:9]1[CH2:10][C:11](=[O:12])[N:35]([CH2:32][CH2:33][CH3:34])[CH2:36][CH2:37][CH2:38][CH3:39])[cH:14][c:15]([O:18][CH3:19])[cH:16][cH:17]2)([CH3:20])[CH3:21].